From a dataset of the Open Reaction Database (ORD), a public repository of structured organic reaction records. describe an organic reaction: reactants, conditions, products, and yield Starting materials: Cl.CN(CC1NCCCC1)CC1=CC=C(C(=O)OC)C=C1 (methyl 4-((methyl(piperidin-2-ylmethyl)amino)methyl)benzoate hydrochloride salt), C(C)(C)N(CC)C(C)C (diisopropylethylamine), C(C)(=O)O[BH-](OC(C)=O)OC(C)=O (triacetoxyborohydride), BrC1=CC=C(OC2=CC=C(C=O)C=C2)C=C1 (4-(4-bromophenoxy)benzaldehyde). The solvent is ClC(C)Cl (dichloroethane). Reaction conditions: time 30 minute. The product is BrC1=CC=C(OC2=CC=C(C=C2)CN2C(CCCC2)CN(C)CC2=CC=C(C(=O)O)C=C2)C=C1 (4-[[[[(RS)-1-[[4-(4-bromophenoxy)phenyl]methyl]-2-piperidinyl]methyl]methylamino]methyl]benzoic acid). Yield: 13.2%. As a reaction SMILES: Cl.[CH3:2][N:3]([CH2:11][C:12]1[CH:21]=[CH:20][C:15]([C:16]([O:18]C)=[O:17])=[CH:14][CH:13]=1)[CH2:4][CH:5]1[CH2:10][CH2:9][CH2:8][CH2:7][NH:6]1.C(N(C(C)C)CC)(C)C.[Br:31][C:32]1[CH:46]=[CH:45][C:35]([O:36][C:37]2[CH:44]=[CH:43][C:40]([CH:41]=O)=[CH:39][CH:38]=2)=[CH:34][CH:33]=1.C(O[BH-](OC(=O)C)OC(=O)C)(=O)C>ClC(Cl)C>[Br:31][C:32]1[CH:46]=[CH:45][C:35]([O:36][C:37]2[CH:44]=[CH:43][C:40]([CH2:41][N:6]3[CH2:7][CH2:8][CH2:9][CH2:10][CH:5]3[CH2:4][N:3]([CH2:11][C:12]3[CH:21]=[CH:20][C:15]([C:16]([OH:18])=[O:17])=[CH:14][CH:13]=3)[CH3:2])=[CH:39][CH:38]=2)=[CH:34][CH:33]=1 |f:0.1|. Procedure details: A slurry of methyl 4-((methyl(piperidin-2-ylmethyl)amino)methyl)benzoate hydrochloride salt (200 mg, 0.58 mmol) in dichloroethane (6 mL) was stirred as diisopropylethylamine (225 mg, 1.74 mmol) was added. After 30 minutes, 4-(4-bromophenoxy)benzaldehyde (160 mg, 0.58 mmol) was added to the reaction mixture. After 20 minutes, solid triacetoxyborohydride (147 mg, 0.7 mmol) was added and the reaction was stirred for 17 hours. Solvent was removed under reduced pressure. The residue was dissolved in ... The reactants are O=C([O-])[O-], O=C1CCCO1, C=CCOc1c(F)c(O)c(F)c(F)c1[N+](=O)[O-], O=[N+]([O-])c1c(F)c(F)c(F)c(F)c1F, [K+], [K+]. Yields the product C=CCOc1c(F)c(Oc2c(F)c(F)c([N+](=O)[O-])c(F)c2F)c(F)c(F)c1[N+](=O)[O-]. RXN SMILES: [C:32](=[O:33])([O-:34])[O-:35].[C:38]1(=[O:39])[O:40][CH2:41][CH2:42][CH2:43]1.[CH2:1]([CH:2]=[CH2:3])[O:4][c:5]1[c:6]([F:17])[c:7]([OH:16])[c:8]([F:15])[c:9]([F:14])[c:10]1[N+:11](=[O:12])[O-:13].[F:18][c:19]1[c:20]([F:31])[c:21]([F:30])[c:22]([F:29])[c:23]([F:28])[c:24]1[N+:25](=[O:26])[O-:27].[K+:36].[K+:37]>>[CH2:1]([CH:2]=[CH2:3])[O:4][c:5]1[c:6]([F:17])[c:7]([O:16][c:21]2[c:20]([F:31])[c:19]([F:18])[c:24]([N+:25](=[O:26])[O-:27])[c:23]([F:28])[c:22]2[F:29])[c:8]([F:15])[c:9]([F:14])[c:10]1[N+:11](=[O:12])[O-:13]. Reactants: Nc1ccc2ncnc(Nc3cccc(Br)c3)c2c1, O=C([O-])O, COCCOCC#CC(=O)O, CN1CCOCC1, CC(C)COC(=O)Cl, [Na+], C1CCOC1. Yields the product COCCOCC#CC(=O)Nc1ccc2ncnc(Nc3cccc(Br)c3)c2c1. Reaction SMILES: [Br:27][c:28]1[cH:29][c:30]([NH:34][c:35]2[n:36][cH:37][n:38][c:39]3[cH:40][cH:41][c:42]([NH2:45])[cH:43][c:44]23)[cH:31][cH:32][cH:33]1.[C:46](=[O:47])([OH:48])[O-:49].[CH3:1][O:2][CH2:3][CH2:4][O:5][CH2:6][C:7]#[C:8][C:9](=[O:10])[OH:11].[CH3:20][N:21]1[CH2:22][CH2:23][O:24][CH2:25][CH2:26]1.[Cl:12][C:13]([O:14][CH2:15][CH:16]([CH3:17])[CH3:18])=[O:19].[Na+:50].[O:51]1[CH2:52][CH2:53][CH2:54][CH2:55]1>>[CH3:1][O:2][CH2:3][CH2:4][O:5][CH2:6][C:7]#[C:8][C:9](=[O:11])[NH:45][c:42]1[cH:41][cH:40][c:39]2[n:38][cH:37][n:36][c:35]([NH:34][c:30]3[cH:29][c:28]([Br:27])[cH:33][cH:32][cH:31]3)[c:44]2[cH:43]1. The reactants are C1(=CC=CC=C1)C1C2=C(N=C3N1CCS3)C(CSC2)=CC2=CC=CC=C2 (2,3,8,9-tetrahydro-5-phenyl-9-(phenylmethylene)-5H,6H-thiazolo[3,2-a]thiopyrano[4,3-d]pyrimidine), C(\C=C/C(=O)O)(=O)O (maleic acid). The solvent is CO (MeOH). Yields the product C(\C=C/C(=O)O)(=O)O.C1(=CC=CC=C1)C1C2=C(N=C3N1CCS3)C(CSC2)=CC2=CC=CC=C2 (2,3,8,9-Tetrahydro-5-phenyl-9-(phenylmethylene)-5H,6H-thiazolo[3,2-a]thiopyrano[4,3-d]pyrimidine, maleate salt). Reaction SMILES: [C:1]1([CH:7]2[N:12]3[CH2:13][CH2:14][S:15][C:11]3=[N:10][C:9]3[C:16](=[CH:20][C:21]4[CH:26]=[CH:25][CH:24]=[CH:23][CH:22]=4)[CH2:17][S:18][CH2:19][C:8]2=3)[CH:6]=[CH:5][CH:4]=[CH:3][CH:2]=1.[C:27]([OH:34])(=[O:33])/[CH:28]=[CH:29]\[C:30]([OH:32])=[O:31]>CO>[C:27]([OH:34])(=[O:33])/[CH:28]=[CH:29]\[C:30]([OH:32])=[O:31].[C:1]1([CH:7]2[N:12]3[CH2:13][CH2:14][S:15][C:11]3=[N:10][C:9]3[C:16](=[CH:20][C:21]4[CH:22]=[CH:23][CH:24]=[CH:25][CH:26]=4)[CH2:17][S:18][CH2:19][C:8]2=3)[CH:2]=[CH:3][CH:4]=[CH:5][CH:6]=1 |f:3.4|. Procedure: A suspension of 2,3,8,9-tetrahydro-5-phenyl-9-(phenylmethylene)-5H,6H-thiazolo[3,2-a]thiopyrano[4,3-d]pyrimidine (3.0 g, 0.0079 mole) in 25 ml of MeOH is treated with 0.92 g (0.0079 mole) of maleic acid. The solution is evaporated in vacuo to give an oil which gradually solidifies. The yield is 3.7 g, m.p. 142°-144°. Crystallization from 15 ml of MeCN gives 3.0 g (77%) of cream colored product, m.p. 143°-145°. Reaction SMILES: C[Si](C)(C)[C:3]#[C:4][CH:5]([OH:13])[CH2:6][CH2:7][CH2:8][CH2:9][CH2:10][CH2:11][CH3:12].[F-].C([N+](CCCC)(CCCC)CCCC)CCC>O1CCCC1>[CH:3]#[C:4][CH:5]([OH:13])[CH2:6][CH2:7][CH2:8][CH2:9][CH2:10][CH2:11][CH3:12] |f:1.2|. Solvent: O1CCCC1 (tetrahydrofuran), O1CCCC1 (tetrahydrofuran). The reactants are [F-].C(CCC)[N+](CCCC)(CCCC)CCCC (tetra-n-butylammonium fluoride), solution, C[Si](C#CC(CCCCCCC)O)(C)C (1-trimethylsilyl-1-decyn-3-ol). Procedure: Dissolve 1-trimethylsilyl-1-decyn-3-ol (2.07 g, 9.13 mmol) in tetrahydrofuran (11 mL) and place under an argon atmosphere. Add, by dropwise addition, tetra-n-butylammonium fluoride (11 mL of a 1M solution in tetrahydrofuran, 11 mmol). Stir for 1 hour at room temperature and partition between methylene chloride and water. Separate the organic phase, wash with saturated aqueous sodium chloride, dry (MgSO4), filter and evaporate the solvent in vacuo to give the title compound. Product: C#CC(CCCCCCC)O (1-Decyn-3-ol). Conditions: time 1 hour. Reactants: C(C)(C)(C)OC(CC(C(OCC)OCC)NS(=O)(=O)C1=C(C=C(C=C1)NC(C)=O)OCCC1=CC=C(C2=CC=CC=C12)C(=O)NN(C)C)=O (3-(4-Acetylamino-2-{2-[4-(N′,N′-dimethyl-hydrazinocarbonyl)-naphthalen-1-yl]-ethoxy}-benzenesulfonylamino)-4,4-diethyoxy-butyric acid tert-butyl ester), C(=O)(C(F)(F)F)O (TFA), crude product, solution, C(=O)(C(F)(F)F)O (TFA), C(C)#N.O (acetonitrile water). The solvent is O (H2O), solution, C(Cl)Cl (CH2Cl2). Yields the product C(C)(=O)NC1=CC(=C(C=C1)S(=O)(=O)NC(CC(=O)O)C=O)OCCC1=CC=C(C2=CC=CC=C12)C(=O)NN(C)C (3-(4-Acetylamino-2-{2-[4-(N′,N′-dimethyl-hydrazinocarbonyl)-naphthalen-1-yl]-ethoxy}-benzenesulfonylamino)-4-oxo-butyric acid). Isolated yield 35.3%. As a reaction SMILES: C([O:5][C:6](=[O:49])[CH2:7][CH:8]([NH:16][S:17]([C:20]1[CH:25]=[CH:24][C:23]([NH:26][C:27](=[O:29])[CH3:28])=[CH:22][C:21]=1[O:30][CH2:31][CH2:32][C:33]1[C:42]2[C:37](=[CH:38][CH:39]=[CH:40][CH:41]=2)[C:36]([C:43]([NH:45][N:46]([CH3:48])[CH3:47])=[O:44])=[CH:35][CH:34]=1)(=[O:19])=[O:18])[CH:9](OCC)[O:10]CC)(C)(C)C.C(O)(C(F)(F)F)=O.C(#N)C.O>C(Cl)Cl.O>[C:27]([NH:26][C:23]1[CH:24]=[CH:25][C:20]([S:17]([NH:16][CH:8]([CH:9]=[O:10])[CH2:7][C:6]([OH:49])=[O:5])(=[O:19])=[O:18])=[C:21]([O:30][CH2:31][CH2:32][C:33]2[C:42]3[C:37](=[CH:38][CH:39]=[CH:40][CH:41]=3)[C:36]([C:43]([NH:45][N:46]([CH3:48])[CH3:47])=[O:44])=[CH:35][CH:34]=2)[CH:22]=1)(=[O:29])[CH3:28] |f:2.3|. Procedure: 3-(4-Acetylamino-2-{2-[4-(N′,N′-dimethyl-hydrazinocarbonyl)-naphthalen-1-yl]-ethoxy}-benzenesulfonylamino)-4,4-diethyoxy-butyric acid tert-butyl ester (0.12 g, 0.17 mmol) was stirred in 12 mL of a solution of 17% TFA in CH2Cl2 at room temperature for 2 h. Analytical HPLC indicated the reaction was complete. The reaction mixture was concentrated. Residual TFA was azeotroped with toluene. Half of the product was lyophilized to give (0.06 g, 54%). The second half of the crude product was stirred wi... Starting materials: N1(N=NN=C1)C1=CC=C(C=N1)CC(=O)O ([6-(1H-tetrazol-1-yl)pyridin-3-yl]acetic acid), N1(N=NN=C1)C=1C=CC(=NC1)CC(=O)O ([5-(1H-tetrazol-1-yl)pyridin-2-yl]acetic acid), ClC1=NC=C(C=C1OC)[N+](=O)[O-] (2-chloro-3-methoxy-5-nitropyridine). Yields the product COC=1C(=NC=C(C1)N1N=NN=C1)CC(=O)O (2-(3-methoxy-5-(1H-tetrazol-1-yl)pyridin-2-yl)acetic acid). Reaction SMILES: N1(C2N=CC(C[C:13](O)=[O:14])=CC=2)C=NN=N1.[N:16]1([C:21]2[CH:22]=[CH:23][C:24]([CH2:27][C:28]([OH:30])=[O:29])=[N:25][CH:26]=2)[CH:20]=[N:19][N:18]=[N:17]1.ClC1C(OC)=CC([N+]([O-])=O)=CN=1>>[CH3:13][O:14][C:23]1[C:24]([CH2:27][C:28]([OH:30])=[O:29])=[N:25][CH:26]=[C:21]([N:16]2[CH:20]=[N:19][N:18]=[N:17]2)[CH:22]=1. Procedure: The title compound was prepared in an analagous fashion to that described for the syntheses of [6-(1H-tetrazol-1-yl)pyridin-3-yl]acetic acid (Method 1, Steps B-F and [5-(1H-tetrazol-1-yl)pyridin-2-yl]acetic acid (Steps A-E) starting from 2-chloro-3-methoxy-5-nitropyridine. LC/MS: [(M+1-28)]+=208.2.